Task: describe an organic reaction: reactants, conditions, products, and yield. Dataset: the Open Reaction Database (ORD), a public repository of structured organic reaction records The reactants are C1COCCN1, CC(Oc1cccc2ncnc(Nc3ccc4c(cnn4Cc4cscn4)c3)c12)C(=O)O. Yields the product CC(Oc1cccc2ncnc(Nc3ccc4c(cnn4Cc4cscn4)c3)c12)C(=O)N1CCOCC1. As a reaction SMILES: [CH2:33]1[CH2:34][O:35][CH2:36][CH2:37][NH:38]1.[s:1]1[cH:2][n:3][c:4]([CH2:6][n:7]2[n:8][cH:9][c:10]3[cH:11][c:12]([NH:16][c:17]4[n:18][cH:19][n:20][c:21]5[cH:22][cH:23][cH:24][c:25]([O:27][CH:28]([C:29](=[O:30])[OH:31])[CH3:32])[c:26]45)[cH:13][cH:14][c:15]23)[cH:5]1>>[s:1]1[cH:2][n:3][c:4]([CH2:6][n:7]2[n:8][cH:9][c:10]3[cH:11][c:12]([NH:16][c:17]4[n:18][cH:19][n:20][c:21]5[cH:22][cH:23][cH:24][c:25]([O:27][CH:28]([C:29](=[O:31])[N:38]6[CH2:33][CH2:34][O:35][CH2:36][CH2:37]6)[CH3:32])[c:26]45)[cH:13][cH:14][c:15]23)[cH:5]1. Reactants: ClC1=NN2C(C(=N1)N(CC1=CC=C(C=C1)OC)C1CC1)=NC=C2C#N (2-chloro-4-(cyclopropyl(4-methoxybenzyl)amino)imidazo[2,1-f][1,2,4]triazine-7-carbonitrile), NC=1C=C(C#N)C=C(C1Cl)N1CC2N(CC1)S(CC2)(=O)=O (3-amino-4-chloro-5-(1,1-dioxidotetrahydro-2H-isothiazolo[2,3-a]pyrazin-5(3H)-yl)benzonitrile), CC1(C2=C(C(=CC=C2)P(C3=CC=CC=C3)C4=CC=CC=C4)OC5=C(C=CC=C51)P(C6=CC=CC=C6)C7=CC=CC=C7)C (XANTPHOS), C([O-])([O-])=O.[Cs+].[Cs+] (cesium carbonate). The reagents and catalysts are C(C)(=O)[O-].[Pd+2].C(C)(=O)[O-] (palladium(II) acetate), C1=CC=C(C=C1)P([C-]2C=CC=C2)C3=CC=CC=C3.C1=CC=C(C=C1)P([C-]2C=CC=C2)C3=CC=CC=C3.[Fe+2] (DPPF). The solvent is O1CCOCC1 (Dioxane). Reaction conditions: temperature 80 celsius. Yields the product ClC1=C(C=C(C=C1N1CC2N(CC1)S(CC2)(=O)=O)C#N)NC2=NN1C(C(=N2)N(CC2=CC=C(C=C2)OC)C2CC2)=NC=C1C#N (2-((2-chloro-5-cyano-3-(1,1-dioxidotetrahydro-2H-isothiazolo[2,3-a]pyrazin-5(3H)-yl)phenyl)amino)-4-(cyclopropyl(4-methoxybenzyl)amino)imidazo[2,1-f][1,2,4]triazine-7-carbonitrile). The yield is 28.8%. As a reaction SMILES: Cl[C:2]1[N:7]=[C:6]([N:8]([CH:18]2[CH2:20][CH2:19]2)[CH2:9][C:10]2[CH:15]=[CH:14][C:13]([O:16][CH3:17])=[CH:12][CH:11]=2)[C:5]2=[N:21][CH:22]=[C:23]([C:24]#[N:25])[N:4]2[N:3]=1.[NH2:26][C:27]1[CH:28]=[C:29]([CH:32]=[C:33]([N:36]2[CH2:41][CH2:40][N:39]3[S:42](=[O:46])(=[O:45])[CH2:43][CH2:44][CH:38]3[CH2:37]2)[C:34]=1[Cl:35])[C:30]#[N:31].CC1(C)C2C(=C(P(C3C=CC=CC=3)C3C=CC=CC=3)C=CC=2)OC2C(P(C3C=CC=CC=3)C3C=CC=CC=3)=CC=CC1=2.C(=O)([O-])[O-].[Cs+].[Cs+]>O1CCOCC1.C([O-])(=O)C.[Pd+2].C([O-])(=O)C.C1C=CC(P(C2C=CC=CC=2)[C-]2C=CC=C2)=CC=1.C1C=CC(P(C2C=CC=CC=2)[C-]2C=CC=C2)=CC=1.[Fe+2]>[Cl:35][C:34]1[C:33]([N:36]2[CH2:41][CH2:40][N:39]3[S:42](=[O:45])(=[O:46])[CH2:43][CH2:44][CH:38]3[CH2:37]2)=[CH:32][C:29]([C:30]#[N:31])=[CH:28][C:27]=1[NH:26][C:2]1[N:7]=[C:6]([N:8]([CH:18]2[CH2:19][CH2:20]2)[CH2:9][C:10]2[CH:15]=[CH:14][C:13]([O:16][CH3:17])=[CH:12][CH:11]=2)[C:5]2=[N:21][CH:22]=[C:23]([C:24]#[N:25])[N:4]2[N:3]=1 |f:3.4.5,7.8.9,10.11.12|. Procedure details: A mixture of 2-chloro-4-(cyclopropyl(4-methoxybenzyl)amino)imidazo[2,1-f][1,2,4]triazine-7-carbonitrile (40.2 mg, 0.113 mmol), 3-amino-4-chloro-5-(1,1-dioxidotetrahydro-2H-isothiazolo[2,3-a]pyrazin-5(3H)-yl)benzonitrile (37 mg, 0.113 mmol), palladium(II) acetate (6.74 mg, 0.030 mmol), XANTPHOS (6.55 mg, 0.011 mmol), DPPF (6.28 mg, 0.011 mmol) and cesium carbonate (96 mg, 0.294 mmol) in Dioxane (2 ml) was evacuated and back filled with nitrogen three time and was heated at 80° C. for 3 h. The rea... RXN SMILES: [C:37](=[O:38])([O-:39])[O-:40].[CH3:1][O:2][C:3]([CH:4]([CH2:5][c:6]1[c:7]([O:13][CH3:14])[cH:8][c:9]([OH:12])[cH:10][cH:11]1)[O:15][CH2:16][CH3:17])=[O:18].[Cl:19][CH2:20][c:21]1[n:22][c:23](-[c:27]2[cH:28][cH:29][c:30]([O:33][CH:34]([CH3:35])[CH3:36])[cH:31][cH:32]2)[o:24][c:25]1[CH3:26].[Cs+:41].[Cs+:42].[I-:44].[K+:43]>>[CH3:1][O:2][C:3]([CH:4]([CH2:5][c:6]1[c:7]([O:13][CH3:14])[cH:8][c:9]([O:12][CH2:20][c:21]2[n:22][c:23](-[c:27]3[cH:28][cH:29][c:30]([O:33][CH:34]([CH3:35])[CH3:36])[cH:31][cH:32]3)[o:24][c:25]2[CH3:26])[cH:10][cH:11]1)[O:15][CH2:16][CH3:17])=[O:18]. Product: CCOC(Cc1ccc(OCc2nc(-c3ccc(OC(C)C)cc3)oc2C)cc1OC)C(=O)OC. The reactants are O=C([O-])[O-], CCOC(Cc1ccc(O)cc1OC)C(=O)OC, Cc1oc(-c2ccc(OC(C)C)cc2)nc1CCl, [Cs+], [Cs+], [I-], [K+]. Starting materials: FC1=CC2=C(N(C(CO2)=O)C(=O)OC(C)(C)C)C=C1 (tert-Butyl 7-fluoro-3-oxo-2,3-dihydro-4H-1,4-benzoxazine-4-carboxylate), FC1=CC2=C(N(C(CO2)=O)C(=O)OC(C)(C)C)C=C1 (tert-Butyl 7-fluoro-3-oxo-2,3-dihydro-4H-1,4-benzoxazine-4-carboxylate), CC(C)C[AlH]CC(C)C (DIBAL-H). Run in C1CCOC1 (THF). Conditions: temperature -78 celsius, time 50 minute. Yields the product FC1=CC2=C(N(C(CO2)O)C(=O)OC(C)(C)C)C=C1 (tert-Butyl 7-fluoro-3-hydroxy-2,3-dihydro-4H-1,4-benzoxazine-4-carboxylate). Isolated yield 99.7%. As a reaction SMILES: [F:1][C:2]1[CH:19]=[CH:18][C:5]2[N:6]([C:11]([O:13][C:14]([CH3:17])([CH3:16])[CH3:15])=[O:12])[C:7](=[O:10])[CH2:8][O:9][C:4]=2[CH:3]=1.CC(C[AlH]CC(C)C)C>C1COCC1>[F:1][C:2]1[CH:19]=[CH:18][C:5]2[N:6]([C:11]([O:13][C:14]([CH3:15])([CH3:16])[CH3:17])=[O:12])[CH:7]([OH:10])[CH2:8][O:9][C:4]=2[CH:3]=1. Procedure: tert-Butyl 7-fluoro-3-oxo-2,3-dihydro-4H-1,4-benzoxazine-4-carboxylate (Intermediate 6, 2.22 g, 8.31 mmol) was dissolved in THF (20 mL) and cooled to −78° C. DIBAL-H (1 M in toluene, 10.8 mL, 10.8 mmol) was added at a rate to maintain the reaction temperature at below −70° C., and the reaction was thereafter stirred at −78° C. for 50 min. The cooling was removed and the reaction was quenched with NH4Cl (aq. sat. 10 mL). The mixture was allowed to reach rt. The reaction mixture was diluted with D...